From a dataset of the Open Reaction Database (ORD), a public repository of structured organic reaction records. describe an organic reaction: reactants, conditions, products, and yield Starting materials: O=C([O-])O, CCO, CON, Cc1cccc(C)c1N(CCC=O)C(=O)CCl, Cl, [Na+]. Product: CON=CCCN(C(=O)CCl)c1c(C)cccc1C. Reaction SMILES: [C:22](=[O:23])([OH:24])[O-:25].[CH3:27][CH2:28][OH:29].[CH3:2][O:3][NH2:4].[Cl:5][CH2:6][C:7](=[O:8])[N:9]([CH2:10][CH2:11][CH:12]=[O:13])[c:14]1[c:15]([CH3:21])[cH:16][cH:17][cH:18][c:19]1[CH3:20].[ClH:1].[Na+:26]>>[CH3:2][O:3][N:4]=[CH:12][CH2:11][CH2:10][N:9]([C:7]([CH2:6][Cl:5])=[O:8])[c:14]1[c:15]([CH3:21])[cH:16][cH:17][cH:18][c:19]1[CH3:20]. Starting materials: FC(C(O)C1=C(C=CC=C1)I)(F)F (2,2,2-Trifluoro-1-(2-iodo-phenyl)-ethanol), CC1=NNC(=C1)C (3,5-dimethyl pyrazole), C(=O)([O-])[O-].[K+].[K+] (K2CO3), CN[C@H]1[C@@H](CCCC1)NC ((1R,2R)-N,N′-dimethyl-cyclohexane-1,2-diamine). Reagents/catalysts: [Cu]I (CuI). The solvent is C(C)(=O)OCC (ethyl acetate), C1(=CC=CC=C1)C (toluene). Conditions: temperature 130 celsius. Product: CC1=NN(C(=C1)C)C1=C(C=CC=C1)C(C(F)(F)F)O (1-[2-(3,5-dimethyl-pyrazol-1-yl)-phenyl]-2,2,2-trifluoro-ethanol). Yield: 44.4%. RXN SMILES: [F:1][C:2]([F:13])([F:12])[CH:3]([C:5]1[CH:10]=[CH:9][CH:8]=[CH:7][C:6]=1I)[OH:4].[CH3:14][C:15]1[CH:19]=[C:18]([CH3:20])[NH:17][N:16]=1.C([O-])([O-])=O.[K+].[K+].CN[C@@H]1CCCC[C@H]1NC>C(OCC)(=O)C.[Cu]I.C1(C)C=CC=CC=1>[CH3:14][C:15]1[CH:19]=[C:18]([CH3:20])[N:17]([C:6]2[CH:7]=[CH:8][CH:9]=[CH:10][C:5]=2[CH:3]([OH:4])[C:2]([F:13])([F:12])[F:1])[N:16]=1 |f:2.3.4|. Procedure: 2,2,2-Trifluoro-1-(2-iodo-phenyl)-ethanol (0.331 g, 1.1 mmol), 3,5-dimethyl pyrazole (0.096 g, 1.0 mmol), CuI (0.019 g, 0.1 mmol), K2CO3 (0.290 g, 2.1 mmol), (1R,2R)-N,N′-dimethyl-cyclohexane-1,2-diamine (0.028 g, 0.2 mmol) and toluene (10 ml) were combined in a 20 ml pressure tube and the mixture was heated at 130° C. (oil bath temperature) for 12 h. The mixture was diluted with ethyl acetate and washed with H2O (2×20 ml), brine, and dried over sodium sulfate. Removal of solvent gave crude prod...